From a dataset of the Open Reaction Database (ORD), a public repository of structured organic reaction records. describe an organic reaction: reactants, conditions, products, and yield Reactants: ClC=1C=C(C=2N(N1)C(=C(N2)[C@H]2[C@H](C2)C2=NC1=CC=CC=C1C=C2)C2=CC=C(C=C2)CC(=O)OC)N2CCOCC2 (Methyl 2-(4-(6-chloro-8-morpholino-2-((1R,25)-2-(quinolin-2-yl)cyclopropyl)imidazo[1,2-b]pyridazin-3-yl)phenyl)acetate), C[O-].[Na+] (NaOMe). Yields the product [Na+].ClC=1C=C(C=2N(N1)C(=C(N2)[C@H]2[C@H](C2)C2=NC1=CC=CC=C1C=C2)C2=CC=C(C=C2)CC(=O)[O-])N2CCOCC2 (2-(4-(6-Chloro-8-morpholino-2-((1R,25)-2-(quinolin-2-yl)cyclopropyl)imidazo[1,2-b]pyridazin-3-yl)phenyl)acetate sodium salt). RXN SMILES: [Cl:1][C:2]1[CH:3]=[C:4]([N:35]2[CH2:40][CH2:39][O:38][CH2:37][CH2:36]2)[C:5]2[N:6]([C:8]([C:24]3[CH:29]=[CH:28][C:27]([CH2:30][C:31]([O:33]C)=[O:32])=[CH:26][CH:25]=3)=[C:9]([C@@H:11]3[CH2:13][C@@H:12]3[C:14]3[CH:23]=[CH:22][C:21]4[C:16](=[CH:17][CH:18]=[CH:19][CH:20]=4)[N:15]=3)[N:10]=2)[N:7]=1.C[O-].[Na+:43]>>[Na+:43].[Cl:1][C:2]1[CH:3]=[C:4]([N:35]2[CH2:36][CH2:37][O:38][CH2:39][CH2:40]2)[C:5]2[N:6]([C:8]([C:24]3[CH:25]=[CH:26][C:27]([CH2:30][C:31]([O-:33])=[O:32])=[CH:28][CH:29]=3)=[C:9]([C@@H:11]3[CH2:13][C@@H:12]3[C:14]3[CH:23]=[CH:22][C:21]4[C:16](=[CH:17][CH:18]=[CH:19][CH:20]=4)[N:15]=3)[N:10]=2)[N:7]=1 |f:1.2,3.4|. Reported procedure: Compound 82a (30 mg, 0.054 mmol) was treated with NaOMe (36 μL, 0.10 mmol) using the procedures described in Example 73, Step H to afford title compound 173. 1H NMR (400 MHz, CD3OD) δ (ppm): 8.18 (d, J=8.6 Hz, 1H), 7.92 (d, J=8.1 Hz, 1H), 7.84 (d, J=8.1 Hz, 1H), 7.68 (t, J=7.6 Hz, 1H), 7.56 (d, J=8.1 Hz, 2H), 7.49 (t, J=6.8 Hz, 1H), 7.36 (d, J=8.6 Hz, 2H), 7.32 (d, J=8.6 Hz, 1H), 6.34 (s, 1H), 4.02-4.11 (m, 4H), 3.85-3.95 (m, 4H), 3.49 (s, 2H), 2.79-2.89 (m, 1H), 2.68-2.79 (m, 1H), 1.84-1.94 (m,... Starting materials: [H][H] (hydrogen), C1(=CC=CC=C1)C(CCCC#N)(CCCC#N)C (5-phenyl-5-methylnonanedinitrile), C1(=CC=CC=C1)C(CCCC#N)(CCCC#N)C (5-phenyl-5-methylnonanedinitrile), CO (methanol), N (ammonia). Reagents/catalysts: [Ni] (Raney nickel). Reaction conditions: temperature 125 celsius. The product is C1(=CC=CC=C1)C(CCCCN)(CCCCN)C (5-phenyl-5-methyl-1.9-nonanediamine). The yield is 172.5%. Reaction SMILES: [C:1]1([C:7]([CH3:18])([CH2:13][CH2:14][CH2:15][C:16]#[N:17])[CH2:8][CH2:9][CH2:10][C:11]#[N:12])[CH:6]=[CH:5][CH:4]=[CH:3][CH:2]=1.CO.N.[H][H]>[Ni]>[C:1]1([C:7]([CH3:18])([CH2:8][CH2:9][CH2:10][CH2:11][NH2:12])[CH2:13][CH2:14][CH2:15][CH2:16][NH2:17])[CH:6]=[CH:5][CH:4]=[CH:3][CH:2]=1. Procedure details: An autoclave was charged with 0.42 mol 100 g 5-phenyl-5-methylnonanedinitrile, 10 g Raney nickel, and 9.86 mol 400 mL methanol. The reaction mixture was flushed with nitrogen and then charged with 8.9 mol 150 g ammonia. The reactor was then pressurized to 1500 psig with hydrogen and heated at 125° C. for two hours. The reactor was cooled, vented, the contents filtered, and the filtrate concentrated in a rotary evaporator. Another hydrogenation run was made under essentially the same conditions d... The reactants are O=C1NC2=CC(=CC=C2CN1)C1CCN(CC1)C(=O)OC(C)(C)C (tert-Butyl 4-(2-oxo-1,2,3,4-tetrahydroquinazolin-7-yl)piperidine-1-carboxylate), FC(C(=O)O)(F)F (trifluoroacetic acid). The product is N1CCC(CC1)C1=CC=C2CNC(NC2=C1)=O (7-(piperidin-4-yl)-3,4-dihydroquinazolin-2(1H)-one). Isolated yield 95.0%. RXN SMILES: [O:1]=[C:2]1[NH:11][CH2:10][C:9]2[C:4](=[CH:5][C:6]([CH:12]3[CH2:17][CH2:16][N:15](C(OC(C)(C)C)=O)[CH2:14][CH2:13]3)=[CH:7][CH:8]=2)[NH:3]1.FC(F)(F)C(O)=O>>[NH:15]1[CH2:14][CH2:13][CH:12]([C:6]2[CH:5]=[C:4]3[C:9]([CH2:10][NH:11][C:2](=[O:1])[NH:3]3)=[CH:8][CH:7]=2)[CH2:17][CH2:16]1. Procedure details: Following the same procedure adopted for the synthesis of 5, treatment of compound 23 with trifluoroacetic acid afforded the title compound 6 as a dark brown gum (95%). IR (KBr) νmax. cm−1: 3271 (NH), 3032 (Ar—H), 1688 (C═O), 1610, 1515, 1412 (C═C). 1H NMR (500 MHz, CDCl3) δ=1.71 (m, 2H, CH2); 1.85 (m, 2H, CH2); 2.75 (m, 1H, CH); 2.95 (m, 2H, CH2); 3.32 (m, 2H, CH2); 5.23 (s, 2H, CH2); 6.82 (d, 1H, J=8.2 Hz, aromatic H); 7.02 (s, 1H, aromatic H); 7.09 (d, 1H, J=8.1 Hz, aromatic H); 8.61 (br. s, ...